Task: describe an organic reaction: reactants, conditions, products, and yield. Dataset: the Open Reaction Database (ORD), a public repository of structured organic reaction records The reactants are CC(=O)OC(C)=O, CC(=O)O, Cc1ccc(C(=O)O)cc1N. Yields the product CC(=O)Nc1cc(C(=O)O)ccc1C. As a reaction SMILES: [CH3:12][C:13](=[O:14])[O:15][C:16](=[O:17])[CH3:18].[CH3:19][C:20](=[O:21])[OH:22].[NH2:1][c:2]1[cH:3][c:4]([C:5](=[O:6])[OH:7])[cH:8][cH:9][c:10]1[CH3:11]>>[NH:1]([c:2]1[cH:3][c:4]([C:5](=[O:6])[OH:7])[cH:8][cH:9][c:10]1[CH3:11])[C:13]([CH3:12])=[O:14]. The reactants are C(Cl)Cl (methylene chloride), O (water), C(Cl)Cl (methylene chloride), C(C)(C)OC1=C2C[C@H](O[C@H](C2=CC=C1C)CNC=O)C1CCN(CC1)C(C(CC)C1=CC=CC=C1)=O (N-{(1R,3S)-5-isopropoxy-6-methyl-3-[1-(2-phenyl-butyryl)-piperidin-4-yl]-isochroman-1-ylmethyl}formamide), [OH-].[Na+] (NaOH). The solvent is [H-].[Al+3].[Li+].[H-].[H-].[H-] (lithium aluminum hydride), C(C)OCC (diethyl ether). Yields the product C(C)(C)OC1=C2C[C@H](O[C@H](C2=CC=C1C)CNC)C1CCN(CC1)CC(CC)C1=CC=CC=C1 ({(1R,3S)-5-Isopropoxy-6-methyl-3-[1-(2-phenyl-butyl)-piperidin-4-yl]-isochroman-1-ylmethyl}methyamine). Reaction SMILES: [CH:1]([O:4][C:5]1[C:14]([CH3:15])=[CH:13][CH:12]=[C:11]2[C:6]=1[CH2:7][C@@H:8]([CH:20]1[CH2:25][CH2:24][N:23]([C:26](=O)[CH:27]([C:30]3[CH:35]=[CH:34][CH:33]=[CH:32][CH:31]=3)[CH2:28][CH3:29])[CH2:22][CH2:21]1)[O:9][C@H:10]2[CH2:16][NH:17][CH:18]=O)([CH3:3])[CH3:2].C(Cl)Cl.[OH-].[Na+].O>[H-].[Al+3].[Li+].[H-].[H-].[H-].C(OCC)C>[CH:1]([O:4][C:5]1[C:14]([CH3:15])=[CH:13][CH:12]=[C:11]2[C:6]=1[CH2:7][C@@H:8]([CH:20]1[CH2:21][CH2:22][N:23]([CH2:26][CH:27]([C:30]3[CH:31]=[CH:32][CH:33]=[CH:34][CH:35]=3)[CH2:28][CH3:29])[CH2:24][CH2:25]1)[O:9][C@H:10]2[CH2:16][NH:17][CH3:18])([CH3:2])[CH3:3] |f:2.3,5.6.7.8.9.10|. Procedure details: Dissolve N-{(1R,3S)-5-isopropoxy-6-methyl-3-[1-(2-phenyl-butyryl)-piperidin-4-yl]-isochroman-1-ylmethyl}formamide (0.10 g, 0.20 mmole) in 1M lithium aluminum hydride in diethyl ether (1.5 mL) and bring to reflux. After 3.5 hr cool to room temperature, add methylene chloride (2 mL) followed by dropwise addition of 10% NaOH until no further reaction is observed. Add 2 mL of methylene chloride and 4 mL of water and filter reaction mixture and wash the filter cake with additional methylene chloride ... Starting materials: C[Si](C)(C)Cl, CC1CNCC(C)N1, [Li]CCCC, FC(F)(F)c1ccc2nc(Cl)sc2c1, C1CCOC1, O. Product: CC1CNCC(C)N1c1nc2ccc(C(F)(F)F)cc2s1. Reaction SMILES: [CH3:14][Si:15]([Cl:16])([CH3:17])[CH3:18].[CH3:1][CH:2]1[NH:3][CH:4]([CH3:8])[CH2:5][NH:6][CH2:7]1.[CH3:9][CH2:10][CH2:11][CH2:12][Li:13].[Cl:19][c:20]1[s:21][c:22]2[c:23]([n:24]1)[cH:25][cH:26][c:27]([C:29]([F:30])([F:31])[F:32])[cH:28]2.[O:33]1[CH2:34][CH2:35][CH2:36][CH2:37]1.[OH2:38]>>[CH3:1][CH:2]1[N:3]([c:20]2[s:21][c:22]3[c:23]([n:24]2)[cH:25][cH:26][c:27]([C:29]([F:30])([F:31])[F:32])[cH:28]3)[CH:4]([CH3:8])[CH2:5][NH:6][CH2:7]1. Starting materials: ClC=1C(=NNC1)C1=CC(=CC(=C1)Cl)Cl (4-chloro-3-(3,5-dichlorophenyl)pyrazole). The solvent is C(C)OCC (diethyl ether). The product is Cl.ClC=1C(=NNC1)C1=CC(=CC(=C1)Cl)Cl.ClC=1C(=NNC1)C1=CC(=CC(=C1)Cl)Cl (4-chloro-3-(3,5-dichlorophenyl)pyrazole hemihydrochloride). Isolated yield 77.6%. Reaction SMILES: [Cl:1][C:2]1[C:3]([C:7]2[CH:12]=[C:11]([Cl:13])[CH:10]=[C:9]([Cl:14])[CH:8]=2)=[N:4][NH:5][CH:6]=1>C(OCC)C>[ClH:1].[Cl:1][C:2]1[C:3]([C:7]2[CH:8]=[C:9]([Cl:14])[CH:10]=[C:11]([Cl:13])[CH:12]=2)=[N:4][NH:5][CH:6]=1.[Cl:1][C:2]1[C:3]([C:7]2[CH:8]=[C:9]([Cl:14])[CH:10]=[C:11]([Cl:13])[CH:12]=2)=[N:4][NH:5][CH:6]=1 |f:2.3.4|. Procedure details: 2 g (0.008 mol) of 4-chloro-3-(3,5-dichlorophenyl)pyrazole are dissolved, at room temperature and with stirring, in 200 ml of diethyl ether. Sparging with hydrochloric acid is then carried out until precipitation has ended. The white solid is filtered and rinsed with ether to give 1.1 g (yield 52%, melting point: 175° C.) of 4-chloro-3-(3,5-dichlorophenyl)pyrazole hemihydrochloride.